From a dataset of the Open Reaction Database (ORD), a public repository of structured organic reaction records. describe an organic reaction: reactants, conditions, products, and yield The reactants are COC1=CC=C(C=C1)C1=C(C(=C(S1)C(=O)OC)C1=CC=C(C=C1)S(N)(=O)=O)C (Methyl 5-(4-methoxyphenyl)-4-methyl-3-(4-sulfamoylphenyl)thiophene-2-carboxylate), [OH-].[Na+] (NaOH), Cl (hydrochloric acid), COC1=CC=C(C=C1)C1=C(C(=C(S1)C(=O)OC)C1=CC=C(C=C1)S(N)(=O)=O)C (Methyl 5-(4-methoxyphenyl)-4-methyl-3-(4-sulfamoylphenyl)thiophene-2-carboxylate). The solvent is O (water), C(C)O (ethanol). Reaction conditions: temperature 52.5 celsius, time 2 hour. The product is COC1=CC=C(C=C1)C1=C(C(=C(S1)C(=O)O)C1=CC=C(C=C1)S(N)(=O)=O)C (5-(4-Methoxyphenyl)-4-methyl-3-(4-sulfamoylphenyl)thiophene-2-carboxylic acid). The yield is 96.9%. RXN SMILES: [CH3:1][O:2][C:3]1[CH:8]=[CH:7][C:6]([C:9]2[S:13][C:12]([C:14]([O:16]C)=[O:15])=[C:11]([C:18]3[CH:23]=[CH:22][C:21]([S:24](=[O:27])(=[O:26])[NH2:25])=[CH:20][CH:19]=3)[C:10]=2[CH3:28])=[CH:5][CH:4]=1.[OH-].[Na+].Cl>C(O)C.O>[CH3:1][O:2][C:3]1[CH:4]=[CH:5][C:6]([C:9]2[S:13][C:12]([C:14]([OH:16])=[O:15])=[C:11]([C:18]3[CH:23]=[CH:22][C:21]([S:24](=[O:27])(=[O:26])[NH2:25])=[CH:20][CH:19]=3)[C:10]=2[CH3:28])=[CH:7][CH:8]=1 |f:1.2|. Reported procedure: Methyl 5-(4-methoxyphenyl)-4-methyl-3-(4-sulfamoylphenyl)thiophene-2-carboxylate (compound 7d, 3.02 g, 7.24 mmol) was suspended in ethanol (50 ml) and NaOH (1.44 g, 36.2 mmol) in water 10 ml was added at 25° C. The reaction mixture was heated at 50-55° C. under stirring for 2 hr. The progress of reaction was monitored by TLC. The reaction mixture was then concentrated under reduced pressure. Water, 50 ml was added to the residue so obtained and the mixture was cooled using icebath. Aqueous hydro... Starting materials: FC1=CC=C(C(=C1F)NC1=C(C=C(C=C1)I)F)N (5,6-difluoro-N1-(2-fluoro-4-iodophenyl)benzene-1,2-diamine), CC1=NOC(=C1S(=O)(=O)Cl)C (3,5-dimethylisoxazole-4-sulfonyl chloride). The product is FC=1C(=C(C=CC1F)NS(=O)(=O)C=1C(=NOC1C)C)NC1=C(C=C(C=C1)I)F (N-(3,4-difluoro-2-(2-fluoro-4-iodophenyl amino)phenyl)-3,5-dimethylisoxazole-4-sulfonamide). Reaction SMILES: [F:1][C:2]1[C:7]([F:8])=[C:6]([NH:9][C:10]2[CH:15]=[CH:14][C:13]([I:16])=[CH:12][C:11]=2[F:17])[C:5]([NH2:18])=[CH:4][CH:3]=1.[CH3:19][C:20]1[C:24]([S:25](Cl)(=[O:27])=[O:26])=[C:23]([CH3:29])[O:22][N:21]=1>>[F:8][C:7]1[C:6]([NH:9][C:10]2[CH:15]=[CH:14][C:13]([I:16])=[CH:12][C:11]=2[F:17])=[C:5]([NH:18][S:25]([C:24]2[C:20]([CH3:19])=[N:21][O:22][C:23]=2[CH3:29])(=[O:27])=[O:26])[CH:4]=[CH:3][C:2]=1[F:1]. Procedure details: According to the general procedure B, 5,6-difluoro-N1-(2-fluoro-4-iodophenyl)benzene-1,2-diamine (0.182 mmol) was reacted with 3,5-dimethylisoxazole-4-sulfonyl chloride (0.5 mmol) to obtain N-(3,4-difluoro-2-(2-fluoro-4-iodophenyl amino)phenyl)-3,5-dimethylisoxazole-4-sulfonamide. 1H NMR (300 MHz, CDCl3)) δ 2.2 (s, 3H), 2.4 (s, 3H), 5.8 (s, 1H), 6.0 (dt, 1H), 5.95 (s, 1H), 6.9 (s, 1H), 7.0 (q, 1H), 7.2 (m, 3H), 7.4 (dd, 1H). The reactants are CC(C)(C)OC(=O)NCc1ccccc1-c1ccc(C(=O)O)s1, CCN=C=NCCCN(C)C, ClCCl, Oc1ccccc1C1CC(c2cnccn2)=NN1. Yields the product CC(C)(C)OC(=O)NCc1ccccc1-c1ccc(C(=O)N2N=C(c3cnccn3)CC2c2ccccc2O)s1. As a reaction SMILES: [C:19]([CH3:20])([CH3:21])([CH3:22])[O:23][C:24](=[O:25])[NH:26][CH2:27][c:28]1[c:29](-[c:34]2[cH:35][cH:36][c:37]([C:39](=[O:40])[OH:41])[s:38]2)[cH:30][cH:31][cH:32][cH:33]1.[CH3:42][CH2:43][N:44]=[C:45]=[N:46][CH2:47][CH2:48][CH2:49][N:50]([CH3:51])[CH3:52].[Cl:53][CH2:54][Cl:55].[n:1]1[c:2]([C:7]2=[N:8][NH:9][CH:10]([c:12]3[c:13]([OH:18])[cH:14][cH:15][cH:16][cH:17]3)[CH2:11]2)[cH:3][n:4][cH:5][cH:6]1>>[n:1]1[c:2]([C:7]2=[N:8][N:9]([C:39]([c:37]3[cH:36][cH:35][c:34](-[c:29]4[c:28]([CH2:27][NH:26][C:24]([O:23][C:19]([CH3:20])([CH3:21])[CH3:22])=[O:25])[cH:33][cH:32][cH:31][cH:30]4)[s:38]3)=[O:40])[CH:10]([c:12]3[c:13]([OH:18])[cH:14][cH:15][cH:16][cH:17]3)[CH2:11]2)[cH:3][n:4][cH:5][cH:6]1. The product is O=CCc1cccc(F)c1. Starting materials: ClCCl, OCCc1cccc(F)c1, O=[Cr](=O)([O-])Cl, c1cc[nH+]cc1. RXN SMILES: [Cl:22][CH2:23][Cl:24].[F:12][c:13]1[cH:14][c:15]([CH2:19][CH2:20][OH:21])[cH:16][cH:17][cH:18]1.[O:1]=[Cr:2]([Cl:3])([O-:4])=[O:5].[nH+:6]1[cH:7][cH:8][cH:9][cH:10][cH:11]1>>[F:12][c:13]1[cH:14][c:15]([CH2:19][CH:20]=[O:21])[cH:16][cH:17][cH:18]1. Starting materials: [OH-].[K+] (KOH), ClC1=NN(C=C1[N+](=O)[O-])C=1C=NC=CC1 (3-(3-chloro-4-nitro-1H-pyrazol-1-yl)pyridine). The reagents and catalysts are [Fe] (iron). Run in C(C)(=O)O (acetic acid), C(C)O (ethanol), O (water). Run at time 30 minute. Product: ClC1=NN(C=C1N)C=1C=NC=CC1 (3-chloro-1-(pyridin-3-yl)-1H-pyrazol-4-amine). The yield is 80.2%. Reaction SMILES: [Cl:1][C:2]1[C:6]([N+:7]([O-])=O)=[CH:5][N:4]([C:10]2[CH:11]=[N:12][CH:13]=[CH:14][CH:15]=2)[N:3]=1.[OH-].[K+]>C(O)(=O)C.C(O)C.O.[Fe]>[Cl:1][C:2]1[C:6]([NH2:7])=[CH:5][N:4]([C:10]2[CH:11]=[N:12][CH:13]=[CH:14][CH:15]=2)[N:3]=1 |f:1.2|. Procedure details: To 3-(3-chloro-4-nitro-1H-pyrazol-1-yl)pyridine (0.95 g, 4.23 mmol) in acetic acid (8.46 mL), ethanol (8.46 mL) and water (4.23 mL) was added iron powder (1.18 g, 21.15 mmol) and the reaction was stirred at room temperature for 30 minutes. To this was added carefully 2 M KOH and extracted with ethyl acetate. The ethyl acetate layers were combined, dried (MgSO4), filtered and concentrated to dryness. The crude material was purified by silica gel chromatography (0-10% methanol/dichloromethane) to ... Starting materials: [OH-].[Na+] (sodium hydroxide), Cl (hydrochloric acid), C(C)(C)C=1N=C(SC1)NCCC1=NC=CC=C1 (4-isopropyl-N-(2-pyridin-2-ylethyl)-1,3-thiazole-2-amine), [H-].[Na+] (sodium hydride), ClCC1=CC=C(COC2=CC=C(C=C2)CCC(=O)OC)C=C1 (Methyl 3-{4-([4-(chloromethyl)benzyl]oxy}phenyl)propanoate). The solvent is O (water), O (water), CO (methanol), CN(C=O)C (N,N-dimethylformamide). Run at time 1 hour. The product is C(C)(C)C=1N=C(SC1)N(CCC1=NC=CC=C1)CC1=CC=C(COC2=CC=C(C=C2)CCC(=O)O)C=C1 (3-{4-[(4-{[(4-isopropyl-1,3-thiazol-2-yl)(2-pyridin-2-ylethyl)amino]methyl}benzyl)oxy]phenyl}propanoic acid). The yield is 40.8%. Reaction SMILES: [CH:1]([C:4]1[N:5]=[C:6]([NH:9][CH2:10][CH2:11][C:12]2[CH:17]=[CH:16][CH:15]=[CH:14][N:13]=2)[S:7][CH:8]=1)([CH3:3])[CH3:2].[H-].[Na+].Cl[CH2:21][C:22]1[CH:41]=[CH:40][C:25]([CH2:26][O:27][C:28]2[CH:33]=[CH:32][C:31]([CH2:34][CH2:35][C:36]([O:38]C)=[O:37])=[CH:30][CH:29]=2)=[CH:24][CH:23]=1.[OH-].[Na+].Cl>CN(C)C=O.CO.O>[CH:1]([C:4]1[N:5]=[C:6]([N:9]([CH2:21][C:22]2[CH:41]=[CH:40][C:25]([CH2:26][O:27][C:28]3[CH:33]=[CH:32][C:31]([CH2:34][CH2:35][C:36]([OH:38])=[O:37])=[CH:30][CH:29]=3)=[CH:24][CH:23]=2)[CH2:10][CH2:11][C:12]2[CH:17]=[CH:16][CH:15]=[CH:14][N:13]=2)[S:7][CH:8]=1)([CH3:3])[CH3:2] |f:1.2,4.5|. Procedure: To a solution of 4-isopropyl-N-(2-pyridin-2-ylethyl)-1,3-thiazole-2-amine (127 mg) in N,N-dimethylformamide (2 mL) was added sodium hydride (20 mg), and the mixture was stirred at room temperature for 1 hr. Methyl 3-{4-([4-(chloromethyl)benzyl]oxy}phenyl)propanoate (159 mg) was added to the reaction mixture at room temperature, and the mixture was stirred at room temperature for 1 hr. The reaction mixture was poured into water and extracted with ethyl acetate. The ethyl acetate layer was dried u...